This data is from the Open Reaction Database (ORD), a public repository of structured organic reaction records. The task is: describe an organic reaction: reactants, conditions, products, and yield The reactants are NC=1C=C2C(=CNC2=CC1)C1CCN(CC1)C (5-amino-3-(1-methyl-piperidin-4-yl)-1H-indole), N(=C=O)C(C(=O)OCC)C(C)C (ethyl 2-isocyanato-3-methylbutyrate). The product is C(C)OC(=O)C(C(C)C)NC(=O)NC=1C=C2C(=CNC2=CC1)C1CCN(CC1)C (N-(1-ethoxycarbonyl-2-methylpropyl)-N'-(3-(1-methylpiperidin-4-yl)-1H-indol-5-yl)urea). Yield: 95.0%. As a reaction SMILES: [NH2:1][C:2]1[CH:3]=[C:4]2[C:8](=[CH:9][CH:10]=1)[NH:7][CH:6]=[C:5]2[CH:11]1[CH2:16][CH2:15][N:14]([CH3:17])[CH2:13][CH2:12]1.[N:18]([CH:21]([CH:27]([CH3:29])[CH3:28])[C:22]([O:24][CH2:25][CH3:26])=[O:23])=[C:19]=[O:20]>>[CH2:25]([O:24][C:22]([CH:21]([NH:18][C:19]([NH:1][C:2]1[CH:3]=[C:4]2[C:8](=[CH:9][CH:10]=1)[NH:7][CH:6]=[C:5]2[CH:11]1[CH2:16][CH2:15][N:14]([CH3:17])[CH2:13][CH2:12]1)=[O:20])[CH:27]([CH3:28])[CH3:29])=[O:23])[CH3:26]. Procedure details: Beginning with 15.0 mg 0.0655 mMol) 5-amino-3-(1-methyl-piperidin-4-yl)-1H-indole and 14.56 mg (0.0852 mMol) ethyl 2-isocyanato-3-methylbutyrate, 25.0 mg (95%) of the title compound were recovered. The reactants are CCOC(=O)C1=Cc2cc(Br)cc(Br)c2NC1C(F)(F)F, CCOCC, CO, Cl, [Li+], C1CCOC1, [OH-], O. Product: O=C(O)C1=Cc2cc(Br)cc(Br)c2NC1C(F)(F)F. As a reaction SMILES: [Br:1][c:2]1[cH:3][c:4]2[c:9]([c:10]([Br:12])[cH:11]1)[NH:8][CH:7]([C:13]([F:14])([F:15])[F:16])[C:6]([C:17](=[O:18])[O:19][CH2:20][CH3:21])=[CH:5]2.[CH3:25][CH2:26][O:27][CH2:28][CH3:29].[CH3:36][OH:37].[ClH:24].[Li+:22].[O:31]1[CH2:32][CH2:33][CH2:34][CH2:35]1.[OH-:23].[OH2:30]>>[Br:1][c:2]1[cH:3][c:4]2[c:9]([c:10]([Br:12])[cH:11]1)[NH:8][CH:7]([C:13]([F:14])([F:15])[F:16])[C:6]([C:17](=[O:18])[OH:19])=[CH:5]2. Starting materials: N#Cc1ccc(C(=O)CBr)cc1, CC(C)(C)[O-], CS(C)=O, [Na+], [Na+], [Na+], [Na+], O=CC(O)C(O)C(O)C(O)CO, O=P([O-])([O-])[O-]. Product: N#Cc1ccc(C2CO2)cc1. Reaction SMILES: [Br:21][CH2:22][C:23](=[O:24])[c:25]1[cH:26][cH:27][c:28]([C:31]#[N:32])[cH:29][cH:30]1.[CH3:33][C:34]([CH3:35])([O-:36])[CH3:37].[CH3:39][S:40]([CH3:41])=[O:42].[Na+:38].[Na+:6].[Na+:7].[Na+:8].[O:9]=[CH:10][CH:11]([CH:12]([CH:13]([CH:14]([CH2:15][OH:16])[OH:17])[OH:18])[OH:19])[OH:20].[P:1]([O-:2])([O-:3])([O-:4])=[O:5]>>[CH2:22]1[CH:23]([c:25]2[cH:26][cH:27][c:28]([C:31]#[N:32])[cH:29][cH:30]2)[O:24]1.